From a dataset of the Open Reaction Database (ORD), a public repository of structured organic reaction records. describe an organic reaction: reactants, conditions, products, and yield Reaction conditions: temperature 25 celsius, time 2 hour. Run in N1=CC=CC=C1 (pyridine). Procedure details: To a stirred mixture of 6-hydroxy-2-benzothiazolesulfonamide (2.3 g., 0.01 mole) and 4-dimethylaminopyridine (200 mg) in pyridine (25 ml) was added p-toluenesulfonyl chloride (1.9 g, 0.01 mole). The reaction mixture was stirred at 25° C. for 21/2 hours, treated with p-toluenesulfonyl chloride (0.3 g.), stirred 1 hour then poured into ice water plus excess hydrochloric acid. The product was extracted into ether, washed with water, dried over magnesium sulfate, concentrated to dryness and chromato... As a reaction SMILES: [OH:1][C:2]1[CH:14]=[CH:13][C:5]2[N:6]=[C:7]([S:9]([NH2:12])(=[O:11])=[O:10])[S:8][C:4]=2[CH:3]=1.[C:15]1([CH3:25])[CH:20]=[CH:19][C:18]([S:21](Cl)(=[O:23])=[O:22])=[CH:17][CH:16]=1.Cl>CN(C)C1C=CN=CC=1.N1C=CC=CC=1>[CH3:25][C:15]1[CH:20]=[CH:19][C:18]([S:21]([O:1][C:2]2[CH:14]=[CH:13][C:5]3[N:6]=[C:7]([S:9](=[O:11])(=[O:10])[NH2:12])[S:8][C:4]=3[CH:3]=2)(=[O:23])=[O:22])=[CH:17][CH:16]=1. Yields the product CC1=CC=C(C=C1)S(=O)(=O)OC1=CC2=C(N=C(S2)S(N)(=O)=O)C=C1 ((2-Sulfamoyl-6-benzothiazolyl) 4-methylphenylsulfonate). Reactants: ice water, Cl (hydrochloric acid), C1(=CC=C(C=C1)S(=O)(=O)Cl)C (p-toluenesulfonyl chloride), OC1=CC2=C(N=C(S2)S(=O)(=O)N)C=C1 (6-hydroxy-2-benzothiazolesulfonamide), C1(=CC=C(C=C1)S(=O)(=O)Cl)C (p-toluenesulfonyl chloride). The reagents and catalysts are CN(C1=CC=NC=C1)C (4-dimethylaminopyridine). Reactants: BrC=1C=C(C(=O)O)C=CC1C (3-bromo-4-methyl-benzoic acid), C(C(=O)Cl)(=O)Cl (oxalyl chloride), C1(CC1)N (cyclopropyl amine). The reagents and catalysts are CN(C1=CC=NC=C1)C (4-(dimethylamino)pyridine). Solvent: ClCCl (dichloromethane), C1=CC=CC=C1 (benzene), ClCCl (dichloromethane), CN(C=O)C (N,N-dimethylformamide). Reaction conditions: time 3 hour. The product is BrC=1C=C(C(=O)NC2CC2)C=CC1C (3-Bromo-N-cyclopropyl-4-methyl-benzamide). RXN SMILES: [Br:1][C:2]1[CH:3]=[C:4]([CH:8]=[CH:9][C:10]=1[CH3:11])[C:5]([OH:7])=O.C(Cl)(=O)C(Cl)=O.[CH:18]1([NH2:21])[CH2:20][CH2:19]1>C1C=CC=CC=1.ClCCl.CN(C)C=O.CN(C)C1C=CN=CC=1>[Br:1][C:2]1[CH:3]=[C:4]([CH:8]=[CH:9][C:10]=1[CH3:11])[C:5]([NH:21][CH:18]1[CH2:20][CH2:19]1)=[O:7]. Procedure details: A stirred, cooled (ice bath) solution of 3-bromo-4-methyl-benzoic acid (Aldrich, 5 g, 23.25 mmol) in benzene (50 mL), dichloromethane (10 mL) and N,N-dimethylformamide (0.5 mL) was treated with oxalyl chloride (4 mL, 46.5 mmol). The reaction mixture was allowed to warm to ambient temperature over 3 h. The volatiles were then distilled off in vacuo, the residue was diluted with anhydrous dichloromethane (50 mL) under argon, cooled (ice bath) and treated with 4-(dimethylamino)pyridine (5.67 g, 46.... The reactants are O[C@@H]1CC2=CC=C3[C@@H]4CCC([C@@]4(C)CC[C@@H]3[C@]2(CC1)C)=O ((3β)-3-hydroxyandrosta-5,7-dien-17-one), N1C=NC=C1 (imidazole), C[Si](C(C)(C)C(C)C)(C)Cl (dimethylthexylsilyl chloride). Solvent: ClCCl (dichloromethane). Conditions: temperature 3 celsius, time 8 hour. The product is C[C@@]12C(CC[C@H]1C1=CC=C3CCCC[C@]3(C)[C@H]1CC2)=O (androsta-5,7-dien-17-one), (3β)-3-[[1,1,2-trimethylpropyl)dimethylsilyl]oxy. The yield is 82.5%. As a reaction SMILES: O[C@H:2]1[CH2:19][CH2:18][C@@:17]2([CH3:20])[C:4](=[CH:5][CH:6]=[C:7]3[C@@H:16]2[CH2:15][CH2:14][C@@:12]2([CH3:13])[C@H:8]3[CH2:9][CH2:10][C:11]2=[O:21])[CH2:3]1.N1C=CN=C1.C[Si](Cl)(C)C(C(C)C)(C)C>ClCCl>[CH3:13][C@:12]12[CH2:14][CH2:15][C@H:16]3[C:7](=[CH:6][CH:5]=[C:4]4[C@:17]3([CH3:20])[CH2:18][CH2:19][CH2:2][CH2:3]4)[C@@H:8]1[CH2:9][CH2:10][C:11]2=[O:21]. Procedure details: After a mixture of 149.9 g (523 mmol) (3β)-3-hydroxyandrosta-5,7-dien-17-one and 56.9 g (836 mmol) imidazole in 500 mL of dichloromethane was cooled to 3° C., 144 mL (732 mmol) dimethylthexylsilyl chloride was added dropwise over 90 min, keeping the temperature below 6° C. After stirring at room temperature overnight, the mixture was washed with 500 mL of water, and the aqueous layer was back-extracted with 200 mL of dichloromethane. The combined organic layers were washed with 500 mL of saturat...